This data is from the Open Reaction Database (ORD), a public repository of structured organic reaction records. The task is: describe an organic reaction: reactants, conditions, products, and yield The reactants are CS(=O)(=O)Cl (Methanesulfonyl chloride), OC(C=1C=CC(=NC1)NC(=O)C1(CC1)C1=CC2=C(OCO2)C=C1)C1=C(C=CC=C1)OC (1-benzo[1,3]dioxol-5-yl-cyclopropanecarboxylic acid {5-[hydroxy-(2-methoxy-phenyl)-methyl]-pyridin-2-yl}-amide), CCN(C(C)C)C(C)C (DIEA). Solvent: ClCCl (dichloromethane). Run at time 3 hour. Yields the product CS(=O)(=O)OC(C1=C(C=CC=C1)OC)C=1C=NC(=CC1)NC(=O)C1(CC1)C1=CC2=C(OCO2)C=C1 ((6-(1-(benzo[d][1,3]dioxol-5-yl)cyclopropanecarboxamido)pyridin-3-yl)(2-methoxyphenyl)methyl methanesulfonate). As a reaction SMILES: [CH3:1][S:2](Cl)(=[O:4])=[O:3].[OH:6][CH:7]([C:29]1[CH:34]=[CH:33][CH:32]=[CH:31][C:30]=1[O:35][CH3:36])[C:8]1[CH:9]=[CH:10][C:11]([NH:14][C:15]([C:17]2([C:20]3[CH:28]=[CH:27][C:23]4[O:24][CH2:25][O:26][C:22]=4[CH:21]=3)[CH2:19][CH2:18]2)=[O:16])=[N:12][CH:13]=1.CCN(C(C)C)C(C)C>ClCCl>[CH3:1][S:2]([O:6][CH:7]([C:8]1[CH:13]=[N:12][C:11]([NH:14][C:15]([C:17]2([C:20]3[CH:28]=[CH:27][C:23]4[O:24][CH2:25][O:26][C:22]=4[CH:21]=3)[CH2:19][CH2:18]2)=[O:16])=[CH:10][CH:9]=1)[C:29]1[CH:34]=[CH:33][CH:32]=[CH:31][C:30]=1[O:35][CH3:36])(=[O:4])=[O:3]. Procedure: Methanesulfonyl chloride (56 μl, 0.72 mmol) was added slowly to the mixture of 1-benzo[1,3]dioxol-5-yl-cyclopropanecarboxylic acid {5-[hydroxy-(2-methoxy-phenyl)-methyl]-pyridin-2-yl}-amide (50 mg, 0.12 mmol) and DIEA (24 μl, 0.14 mmol) in dichloromethane (2 ml) at 0° C. The reaction mixture was stirred at ambient temperature for 3 h. Solvents were evaporated and the residue was used for the next step without any additional purification. Starting materials: CC(C)(C)C1=CC=2N(N=C1OCC=1N(N=CN1)CC)C(=NN2)C2=C(C(=CC=C2F)F)F (7-(1,1-Dimethylethyl)-6-(2-ethyl-2H-1,2,4-triazol-3-ylmethoxy)-3-(2,3,6-trifluorophenyl)-1,2,4-triazolo[4,3-b]pyridazine), CN1N=C(N=C1)CO ((1-methyl-1H-1,2,4-triazol-3-yl)methanol), A-421210, C([O-])([O-])=O.[Cs+].[Cs+] (caesium carbonate). Run in CS(=O)C (dimethylsulfoxide). Reaction conditions: temperature 60 celsius, time 48 hour. Product: CC(C)(C)C1=CC=2N(N=C1OCC1=NN(C=N1)C)C(=NN2)C2=C(C(=CC=C2F)F)F (7-(1,1-Dimethylethyl)-6-(1-methyl-1H-1,2,4-triazol-3-ylmethoxy)-3-(2,3,6-trifluorophenyl)-1,2,4-triazolo[4,3-b]pyridazine). RXN SMILES: [CH3:1][C:2]([C:5]1[C:10]([O:11][CH2:12][C:13]2[N:14](CC)[N:15]=[CH:16][N:17]=2)=[N:9][N:8]2[C:20]([C:23]3[C:28]([F:29])=[CH:27][CH:26]=[C:25]([F:30])[C:24]=3[F:31])=[N:21][N:22]=[C:7]2[CH:6]=1)([CH3:4])[CH3:3].[CH3:32]N1C=NC(CO)=N1.C(=O)([O-])[O-].[Cs+].[Cs+]>CS(C)=O>[CH3:3][C:2]([C:5]1[C:10]([O:11][CH2:12][C:13]2[N:17]=[CH:16][N:15]([CH3:32])[N:14]=2)=[N:9][N:8]2[C:20]([C:23]3[C:28]([F:29])=[CH:27][CH:26]=[C:25]([F:30])[C:24]=3[F:31])=[N:21][N:22]=[C:7]2[CH:6]=1)([CH3:1])[CH3:4] |f:2.3.4|. Procedure details: To the product of Example 4 Step a) (0.559 g) and (1-methyl-1H-1,2,4-triazol-3-yl)methanol (prepared as described in EP-A-421210) (0.20 g) in dry dimethylsulfoxide (2 ml) was added caesium carbonate (0.67 g), and the mixture stirred at 60° C. under an atmosphere of dry nitrogen for 48 hours. On cooling to room temperature, the mixture was partitioned between ethyl acetate and water. The organic phase was separated, washed with water, evaporated at reduced pressure, and the residue chromatographe...